Dataset: the Open Reaction Database (ORD), a public repository of structured organic reaction records. Task: describe an organic reaction: reactants, conditions, products, and yield Reactants: C[Sn](C1=CC=C2C3=C(NC2=C1)C(NCC3)=O)(C)C (7-Trimethylstannanyl-2,3,4,9-tetrahydro-pyrido[3,4-b]indol-1-one), CN(C1=CC=CC2=CC=CC(=C12)N(C)C)C (1,8-bis(dimethylamino) naphthalene), ClC1=C(C=C(C(=O)Cl)C=C1)S(N)(=O)=O (4-chloro-3-sulfamoyl-benzoyl chloride). Reagents/catalysts: [CH2-]C=C.[CH2-]C=C.Cl[Pd+].Cl[Pd+] (allylpalladium chloride dimer). Solvent: C(Cl)Cl (methylene chloride), O1CCCC1 (tetrahydrofuran). Run at time 5 minute. Yields the product ClC1=C(C=C(C=C1)C(=O)C1=CC=C2C3=C(NC2=C1)C(NCC3)=O)S(=O)(=O)N (2-Chloro-5-(1-oxo-2,3,4,9-tetrahydro-1H-pyrido[3,4-b]indole-7-carbonyl)-benzenesulfonamide). Yield: 1.8%. RXN SMILES: C[Sn](C)(C)[C:3]1[CH:11]=[C:10]2[C:6]([C:7]3[CH2:15][CH2:14][NH:13][C:12](=[O:16])[C:8]=3[NH:9]2)=[CH:5][CH:4]=1.CN(C)C1C2C(=CC=CC=2N(C)C)C=CC=1.[Cl:35][C:36]1[CH:44]=[CH:43][C:39]([C:40](Cl)=[O:41])=[CH:38][C:37]=1[S:45](=[O:48])(=[O:47])[NH2:46]>O1CCCC1.C(Cl)Cl.[CH2-]C=C.[CH2-]C=C.Cl[Pd+].Cl[Pd+]>[Cl:35][C:36]1[CH:44]=[CH:43][C:39]([C:40]([C:3]2[CH:11]=[C:10]3[C:6]([C:7]4[CH2:15][CH2:14][NH:13][C:12](=[O:16])[C:8]=4[NH:9]3)=[CH:5][CH:4]=2)=[O:41])=[CH:38][C:37]=1[S:45]([NH2:46])(=[O:48])=[O:47] |f:5.6.7.8|. Procedure details: 7-Trimethylstannanyl-2,3,4,9-tetrahydro-pyrido[3,4-b]indol-1-one (0.66 g, 1.88 mmol) and 1,8-bis(dimethylamino) naphthalene (0.210 g, 0.94 mmol) in tetrahydrofuran (25 mL) is treated with 4-chloro-3-sulfamoyl-benzoyl chloride (0.48 g, 1.88 mmol). After a few minutes, allylpalladium chloride dimer (0.057 g, 0.15 mmol) is added. The reaction mixture is stirred for 5 min at room temperature and then refluxed for 2 h. After cooling to room temperature the reaction mixture is diluted with methylene c... The reactants are C(C)(C)(C)OC(C(=O)OC)C=1C(=C2C(=NC1C)NC=C2)C2=CC=C(C=C2)C (methyl 2-(tert-butoxy)-2-(6-methyl-4-(p-tolyl)-1H-pyrrolo[2,3-b]pyridin-5-yl)acetate), BrCC1=C(C=CC(=C1F)F)Cl (2-(bromomethyl)-1-chloro-3,4-difluorobenzene), Example 25. Product: C(C)(C)(C)OC(C(=O)O)C=1C(=C2C(=NC1C)N(C=C2)CC2=C(C(=CC=C2Cl)F)F)C2=CC=C(C=C2)C (2-(tert-butoxy)-2-(1-(6-chloro-2,3-difluorobenzyl)-6-methyl-4-(p-tolyl)-1H-pyrrolo[2,3-b]pyridin-5-yl)acetic acid). RXN SMILES: [C:1]([O:5][CH:6]([C:11]1[C:12]([C:21]2[CH:26]=[CH:25][C:24]([CH3:27])=[CH:23][CH:22]=2)=[C:13]2[CH:20]=[CH:19][NH:18][C:14]2=[N:15][C:16]=1[CH3:17])[C:7]([O:9]C)=[O:8])([CH3:4])([CH3:3])[CH3:2].Br[CH2:29][C:30]1[C:35]([F:36])=[C:34]([F:37])[CH:33]=[CH:32][C:31]=1[Cl:38]>>[C:1]([O:5][CH:6]([C:11]1[C:12]([C:21]2[CH:26]=[CH:25][C:24]([CH3:27])=[CH:23][CH:22]=2)=[C:13]2[CH:20]=[CH:19][N:18]([CH2:29][C:30]3[C:31]([Cl:38])=[CH:32][CH:33]=[C:34]([F:37])[C:35]=3[F:36])[C:14]2=[N:15][C:16]=1[CH3:17])[C:7]([OH:9])=[O:8])([CH3:4])([CH3:2])[CH3:3]. Reported procedure: The title compound was prepared from methyl 2-(tert-butoxy)-2-(6-methyl-4-(p-tolyl)-1H-pyrrolo[2,3-b]pyridin-5-yl)acetate and 2-(bromomethyl)-1-chloro-3,4-difluorobenzene in a manner similar to that described in Example 25 as a yellow solid. 1H NMR (400 MHz, CHLOROFORM-d) δ ppm=7.68-7.62 (m, 1 H), 7.44-7.39 (m, 1 H), 7.35 (d, J=7.8 Hz, 2 H), 7.31-7.25 (m, 1 H), 7.12 (d, J=3.5 Hz, 1 H), 6.96 (dd, J=8.4, 10.5 Hz, 1 H), 6.29 (d, J=3.5 Hz, 1 H), 5.64-5.52 (m, 3 H), 2.75 (s, 3 H), 2.48 (s, 3 H), 0.96... The product is CC(C)(C)[Si](C)(C)OC(CNCCCCCCOCCCCc1ccc([N+](=O)[O-])cc1)c1ccc(O)c2[nH]c(=O)ccc12. The reactants are O=[N+]([O-])c1ccc(CCCCOCCCCCCBr)cc1, CC(C)(C)[Si](C)(C)OC(CNCCCC#Cc1ccc(NC(=O)C(F)(F)F)cc1)c1ccc(O)c2[nH]c(=O)ccc12. Reaction SMILES: [Br:42][CH2:43][CH2:44][CH2:45][CH2:46][CH2:47][CH2:48][O:49][CH2:50][CH2:51][CH2:52][CH2:53][c:54]1[cH:55][cH:56][c:57]([N+:60](=[O:61])[O-:62])[cH:58][cH:59]1.[C:1]([CH3:2])([CH3:3])([CH3:4])[Si:5]([O:6][CH:7]([CH2:8][NH:9][CH2:10][CH2:11][CH2:12][C:13]#[C:14][c:15]1[cH:16][cH:17][c:18]([NH:19][C:20](=[O:21])[C:22]([F:23])([F:24])[F:25])[cH:26][cH:27]1)[c:28]1[c:29]2[cH:30][cH:31][c:32](=[O:39])[nH:33][c:34]2[c:35]([OH:38])[cH:36][cH:37]1)([CH3:40])[CH3:41]>>[C:1]([CH3:2])([CH3:3])([CH3:4])[Si:5]([O:6][CH:7]([CH2:8][NH:9][CH2:10][CH2:11][CH2:12][CH2:13][CH2:14][CH2:48][O:49][CH2:50][CH2:51][CH2:52][CH2:53][c:54]1[cH:55][cH:56][c:57]([N+:60](=[O:61])[O-:62])[cH:58][cH:59]1)[c:28]1[c:29]2[cH:30][cH:31][c:32](=[O:39])[nH:33][c:34]2[c:35]([OH:38])[cH:36][cH:37]1)([CH3:40])[CH3:41].